This data is from the Open Reaction Database (ORD), a public repository of structured organic reaction records. The task is: describe an organic reaction: reactants, conditions, products, and yield The reactants are BrC=1C=C(C=NC1)N1C2CN3CC(CC(C1)C3)C2 (4-(5-Bromopyridin-3-yl)-1,4-diazatricyclo[4.3.1.13,8]undecane), COC1=C(C=C(C=C1)OC)B(O)O (2,5-dimethoxyphenylboronic acid). The product is COC1=C(C=C(C=C1)OC)C=1C=C(C=NC1)N1C2CN3CC(CC(C1)C3)C2 (4-[5-(2,5-dimethoxyphenyl)pyridin-3-yl]-1,4-diazatricyclo[4.3.1.13,8]undecane). Reaction SMILES: Br[C:2]1[CH:3]=[C:4]([N:8]2[CH2:16][CH:15]3[CH2:17][N:11]4[CH2:12][CH:13]([CH2:18][CH:9]2[CH2:10]4)[CH2:14]3)[CH:5]=[N:6][CH:7]=1.[CH3:19][O:20][C:21]1[CH:26]=[CH:25][C:24]([O:27][CH3:28])=[CH:23][C:22]=1B(O)O>>[CH3:19][O:20][C:21]1[CH:26]=[CH:25][C:24]([O:27][CH3:28])=[CH:23][C:22]=1[C:2]1[CH:3]=[C:4]([N:8]2[CH2:16][CH:15]3[CH2:17][N:11]4[CH2:12][CH:13]([CH2:18][CH:9]2[CH2:10]4)[CH2:14]3)[CH:5]=[N:6][CH:7]=1. Procedure: The title compound was prepared from the product of Example 65A and 2,5-dimethoxyphenylboronic acid according to General Method B: LC-MS Method D (ESI+) m/z 366.0 (M+H)+, retention time 1.36 minutes. RXN SMILES: [BH:22]([OH:23])[OH:24].[Br:25][c:26]1[cH:27][cH:28][cH:29][cH:30][cH:31]1.[Cl:1][c:2]1[n:3][c:4](-[c:12]2[cH:13][cH:14][c:15]([C:18]([F:19])([F:20])[F:21])[cH:16][cH:17]2)[cH:5][c:6]([C:8]([F:9])([F:10])[F:11])[n:7]1>>[c:2]1(-[c:30]2[cH:29][cH:28][cH:27][c:26]([Br:25])[cH:31]2)[n:3][c:4](-[c:12]2[cH:13][cH:14][c:15]([C:18]([F:19])([F:20])[F:21])[cH:16][cH:17]2)[cH:5][c:6]([C:8]([F:9])([F:10])[F:11])[n:7]1. Starting materials: OBO, Brc1ccccc1, FC(F)(F)c1ccc(-c2cc(C(F)(F)F)nc(Cl)n2)cc1. Yields the product FC(F)(F)c1ccc(-c2cc(C(F)(F)F)nc(-c3cccc(Br)c3)n2)cc1. Reported procedure: Entry 24; 4-Chloropyridine-2-carbonyl chloride was reacted with dimethylamine according to Method A2, Step 3b. The resulting 4-chloro-N,N-dimethyl-2-pyridinecarboxamide was reacted with 4-aminophenol according to Method A2, Step 4 to give 4-(2-(N,N-dimethylcarbamoyl)-4-pyridyloxy)aniline. 5-(Trifluoromethyl)-2-methoxyaniline was converted into 5-(trifluoromethyl)-2-methoxyphenyl isocyanate according to Method B1. 5-(Trifluoromethyl)-2-methoxyphenyl isocyanate was reacted with 4-(2-(N,N-dimethylc... Starting materials: ClC1=CC(=NC=C1)C(=O)Cl (4-Chloropyridine-2-carbonyl chloride), CNC (dimethylamine), ClC1=CC(=NC=C1)C(=O)N(C)C (4-chloro-N,N-dimethyl-2-pyridinecarboxamide), NC1=CC=C(C=C1)O (4-aminophenol). RXN SMILES: ClC1C=CN=C(C(Cl)=O)C=1.CNC.Cl[C:15]1[CH:20]=[CH:19][N:18]=[C:17]([C:21]([N:23]([CH3:25])[CH3:24])=[O:22])[CH:16]=1.[NH2:26][C:27]1[CH:32]=[CH:31][C:30]([OH:33])=[CH:29][CH:28]=1>>[CH3:24][N:23]([CH3:25])[C:21]([C:17]1[CH:16]=[C:15]([O:33][C:30]2[CH:31]=[CH:32][C:27]([NH2:26])=[CH:28][CH:29]=2)[CH:20]=[CH:19][N:18]=1)=[O:22]. The product is CN(C(=O)C1=NC=CC(=C1)OC1=CC=C(N)C=C1)C (4-(2-(N,N-dimethylcarbamoyl)-4-pyridyloxy)aniline).